From a dataset of the Open Reaction Database (ORD), a public repository of structured organic reaction records. describe an organic reaction: reactants, conditions, products, and yield Reactants: C(C)(C)C1=C(C=CC=C1)C1=C(N(C2=CC=C(C=C12)OCCCCN1CCOCC1)CCCOC1=CC=CC2=CC=CC=C12)C(=O)OCC (ethyl 3-(2-isopropylphenyl)-5-(4-morpholinobutoxy)-1-(3-(naphthalen-1-yloxy)propyl)-1H-indole-2-carboxylate), [OH-].[Na+] (NaOH). The solvent is O1CCCC1 (tetrahydrofuran), CO (methanol). The product is C(C)(C)C1=C(C=CC=C1)C1=C(N(C2=CC=C(C=C12)OCCCCN1CCOCC1)CCCOC1=CC=CC2=CC=CC=C12)C(=O)O (3-(2-isopropylphenyl)-5-(4-morpholin-4-ylbutoxy)-1-(3-(1-naphthyloxy)propyl)-1H-indole-2-carboxylic acid). As a reaction SMILES: [CH:1]([C:4]1[CH:9]=[CH:8][CH:7]=[CH:6][C:5]=1[C:10]1[C:18]2[C:13](=[CH:14][CH:15]=[C:16]([O:19][CH2:20][CH2:21][CH2:22][CH2:23][N:24]3[CH2:29][CH2:28][O:27][CH2:26][CH2:25]3)[CH:17]=2)[N:12]([CH2:30][CH2:31][CH2:32][O:33][C:34]2[C:43]3[C:38](=[CH:39][CH:40]=[CH:41][CH:42]=3)[CH:37]=[CH:36][CH:35]=2)[C:11]=1[C:44]([O:46]CC)=[O:45])([CH3:3])[CH3:2].[OH-].[Na+]>O1CCCC1.CO>[CH:1]([C:4]1[CH:9]=[CH:8][CH:7]=[CH:6][C:5]=1[C:10]1[C:18]2[C:13](=[CH:14][CH:15]=[C:16]([O:19][CH2:20][CH2:21][CH2:22][CH2:23][N:24]3[CH2:25][CH2:26][O:27][CH2:28][CH2:29]3)[CH:17]=2)[N:12]([CH2:30][CH2:31][CH2:32][O:33][C:34]2[C:43]3[C:38](=[CH:39][CH:40]=[CH:41][CH:42]=3)[CH:37]=[CH:36][CH:35]=2)[C:11]=1[C:44]([OH:46])=[O:45])([CH3:3])[CH3:2] |f:1.2|. Procedure details: A mixture of EXAMPLE 149A (36 mg), 1-chloro-4-iodobutane (0.043 ml) and cesium carbonate (116 mg) in N,N-dimethylformamide (2 ml) was stirred at room temperature overnight. The inorganic salt was filtered off. To the N,N-dimethylformamide solution was added morpholine (0.2 ml) and the resulting mixture was heated at 60° C. for 5 hours. The reaction mixture was concentrated and the residue was purified by RPHPLC (mobile phase: 10%-100% acetonitrile in 0.1% TFA aqueous solution during 60 min) on a... Starting materials: FC(C=1C=C(C=C(C1)C(F)(F)F)CN([C@H]1CCCN(C2=C1C=C(C=C2C)C)C[C@@H]2CC[C@H](CC2)C(=O)O)C=2N=NN(N2)C)(F)F (Trans-4-[[(5S)-5-[[[3,5-bis(trifluoromethyl)phenyl]methyl](2-methyl-2H-tetrazol-5-yl)amino]-2,3,4,5-tetrahydro-7,9-dimethyl-1H-1-benzazepin-1-yl]methyl]-cyclohexanecarboxylic acid). Solvent: O (water). Reaction conditions: time 2 hour. Product: O.FC(C=1C=C(C=C(C1)C(F)(F)F)CN([C@H]1CCCN(C2=C1C=C(C=C2C)C)C[C@@H]2CC[C@H](CC2)C(=O)O)C=2N=NN(N2)C)(F)F (Trans-4-[[(5S)-5-[[[3,5-bis(trifluoromethyl)phenyl]methyl](2-methyl-2H-tetrazol-5-yl)amino]-2,3,4,5-tetrahydro-7,9-dimethyl-1H-1-benzazepin-1-yl]methyl]-cyclohexanecarboxylic acid hydrate). Reaction SMILES: [F:1][C:2]([F:45])([F:44])[C:3]1[CH:4]=[C:5]([CH2:13][N:14]([C:38]2[N:39]=[N:40][N:41]([CH3:43])[N:42]=2)[C@@H:15]2[C:21]3[CH:22]=[C:23]([CH3:27])[CH:24]=[C:25]([CH3:26])[C:20]=3[N:19]([CH2:28][C@H:29]3[CH2:34][CH2:33][C@H:32]([C:35]([OH:37])=[O:36])[CH2:31][CH2:30]3)[CH2:18][CH2:17][CH2:16]2)[CH:6]=[C:7]([C:9]([F:12])([F:11])[F:10])[CH:8]=1>O>[OH2:36].[F:12][C:9]([F:10])([F:11])[C:7]1[CH:6]=[C:5]([CH2:13][N:14]([C:38]2[N:39]=[N:40][N:41]([CH3:43])[N:42]=2)[C@@H:15]2[C:21]3[CH:22]=[C:23]([CH3:27])[CH:24]=[C:25]([CH3:26])[C:20]=3[N:19]([CH2:28][C@H:29]3[CH2:34][CH2:33][C@H:32]([C:35]([OH:37])=[O:36])[CH2:31][CH2:30]3)[CH2:18][CH2:17][CH2:16]2)[CH:4]=[C:3]([C:2]([F:1])([F:45])[F:44])[CH:8]=1 |f:2.3|. Procedure: Charge a flask with Trans-4-[[(5S)-5-[[[3,5-bis(trifluoromethyl)phenyl]methyl](2-methyl-2H-tetrazol-5-yl)amino]-2,3,4,5-tetrahydro-7,9-dimethyl-1H-1-benzazepin-1-yl]methyl]-cyclohexanecarboxylic acid (15.87 kg) and water (158.8 L). Stir the resulting mixture at RT for 2 hrs. Thereafter filter the resulting mixture to collect the solids. Dry the solids over night. The resulting solids were dissolved in MeOH heated to about 65-70° C. for 2 hrs to provide a clear solution. Filter the clear solution...